This data is from the Open Reaction Database (ORD), a public repository of structured organic reaction records. The task is: describe an organic reaction: reactants, conditions, products, and yield Reactants: benzenesulfonylhydrazide, BrC1=CC=C(C=CC(=O)O)C=C1 (4-bromocinnamic acid), [Cl-].[NH4+] (ammonium chloride). The solvent is CN(C=O)C (N,N-dimethylformamide). Product: BrC1=CC=C(C=C1)CCC(=O)O (3-(4-Bromophenyl)-propanoic Acid). The yield is 72.6%. RXN SMILES: [Br:1][C:2]1[CH:12]=[CH:11][C:5]([CH:6]=[CH:7][C:8]([OH:10])=[O:9])=[CH:4][CH:3]=1.[Cl-].[NH4+]>CN(C)C=O>[Br:1][C:2]1[CH:3]=[CH:4][C:5]([CH2:6][CH2:7][C:8]([OH:10])=[O:9])=[CH:11][CH:12]=1 |f:1.2|. Procedure: Under nitrogen atmosphere in a 250 mL round bottomed flask containing 4-bromocinnamic acid (5.0 g, 22 mmoles) in 45 mL of N,N-dimethylformamide (0.5 M) was added benzenesulfonylhydrazide (7.6 g, 44 mmoles). The mixture was stirred at reflux for 12 hours. The solution was cooled at room temperature, aqueous saturated ammonium chloride was added and the aqueous layer was extracted with ethyl acetate 3 times. Combined organic layers were washed with water and brine, dried over anhydrous magnesium s...